From a dataset of the Open Reaction Database (ORD), a public repository of structured organic reaction records. describe an organic reaction: reactants, conditions, products, and yield The reactants are S(=O)([O-])[O-].[Na+].[Na+] (sodium sulfite), ice water, BrBr (bromine), C1=2C=CC=CC2CC1 (Bicyclo[4.2.0]octa-1(6),2,4-triene). Run in CCCCCC (n-hexane), O (water). Run at time 8 hour. Product: BrC1=CC=2CCC2C=C1 (3-bromo-bicyclo[4.2.0]octa-1(6),2,4-triene). As a reaction SMILES: [C:1]12[CH2:8][CH2:7][C:6]=1[CH:5]=[CH:4][CH:3]=[CH:2]2.[Br:9]Br.S([O-])([O-])=O.[Na+].[Na+]>O.CCCCCC>[Br:9][C:3]1[CH:4]=[CH:5][C:6]2[CH2:7][CH2:8][C:1]=2[CH:2]=1 |f:2.3.4|. Procedure: Bicyclo[4.2.0]octa-1(6),2,4-triene 5a (7.9 g, 76 mmol) was dissolved in 80 mL of water at room temperature. Upon cooling by an ice-water, 3.9 mL of bromine was added dropwise. Upon completion of the addition, the ice-water bath was removed and the reaction mixture was warmed up to room temperature and stirred overnight. The reaction was monitored by TLC until the disappearance of the starting materials. The mixture was diluted with 50 mL of n-hexane and sodium sulfite (3 g, 23.8 mmol) was added....